From a dataset of the Open Reaction Database (ORD), a public repository of structured organic reaction records. describe an organic reaction: reactants, conditions, products, and yield The reactants are C(C)N(CCOC1=C2C=3C(=CC(=CC3C(C2=CC=C1)=O)OCCC)OC)CC (5-(2-diethylamino-ethoxy)-4-methoxy-2-propoxy-fluoren-9-one), F[B-](F)(F)F.O=[N+]=O (nitronium tetrafluoroborate). Solvent: C(Cl)Cl (methylene chloride). The product is C(C)N(CCOC1=C2C=3C(=CC(=C(C3C(C2=CC=C1)=O)[N+](=O)[O-])OCCC)OC)CC (5-(2-diethylamino-ethoxy)-4-methoxy-1-nitro-2-propoxy-fluoren-9-one). The yield is 41.8%. As a reaction SMILES: [CH2:1]([N:3]([CH2:27][CH3:28])[CH2:4][CH2:5][O:6][C:7]1[CH:19]=[CH:18][CH:17]=[C:16]2[C:8]=1[C:9]1[C:10]([O:25][CH3:26])=[CH:11][C:12]([O:21][CH2:22][CH2:23][CH3:24])=[CH:13][C:14]=1[C:15]2=[O:20])[CH3:2].F[B-](F)(F)F.[O:34]=[N+:35]=[O:36]>C(Cl)Cl>[CH2:27]([N:3]([CH2:1][CH3:2])[CH2:4][CH2:5][O:6][C:7]1[CH:19]=[CH:18][CH:17]=[C:16]2[C:8]=1[C:9]1[C:10]([O:25][CH3:26])=[CH:11][C:12]([O:21][CH2:22][CH2:23][CH3:24])=[C:13]([N+:35]([O-:36])=[O:34])[C:14]=1[C:15]2=[O:20])[CH3:28] |f:1.2|. Procedure details: Prepare a solution of 5-(2-diethylamino-ethoxy)-4-methoxy-2-propoxy-fluoren-9-one (1.1 g, 2.9 mmole) in 100 mL anhydrous methylene chloride at -72° C. under argon while stirring. Add nitronium tetrafluoroborate (0.42 g, 3.2 mmole) in one continuous portion. Allow the mixture to warm to room temperature for 3 hours while the solution darkens. Stir an additional 2 hours, then check reaction progress with an aliquot by thin layer chromatography. Quench the reaction with water and transfer to a sepe... Starting materials: FC(C=1C=C(C=C(C1)C(F)(F)F)[C@@H](C)O[C@@H]1[C@H]([C@H]2[C@@H](CNC2)CO1)C1=CC=C(C=C1)F)(F)F ((3aS,6R,7R,7aR)-6-{(1R)-1-[3,5-Bis(trifluoromethyl)phenyl]ethoxy}-7-(4-fluorophenyl)octahydropyrano[3,4-c]pyrrole), C1(=CC=CC=C1)C (Toluene), C1(CC(CC1)=O)=O (1,3-cyclopentanedione), CC=1C=CC(=CC1)S(=O)(=O)O (PTSA). Run in CCOC(=O)C (EtOAc). Reaction conditions: temperature 95 celsius. Product: FC(C=1C=C(C=C(C1)C(F)(F)F)[C@@H](C)O[C@@H]1[C@H]([C@H]2[C@@H](CN(C2)C2=CC(CC2)=O)CO1)C1=CC=C(C=C1)F)(F)F (3-[(3aS,6R,7R,7aR)-6-{(1R)-1-[3,5-Bis(trifluoromethyl)phenyl]ethoxy}-7-(4-fluorophenyl)hexahydropyrano[3,4-c]pyrrol-2(3H)-yl]cyclopent-2-en-1-one). As a reaction SMILES: [F:1][C:2]([F:33])([F:32])[C:3]1[CH:4]=[C:5]([C@H:13]([O:15][C@H:16]2[O:24][CH2:23][C@@H:19]3[CH2:20][NH:21][CH2:22][C@H:18]3[C@@H:17]2[C:25]2[CH:30]=[CH:29][C:28]([F:31])=[CH:27][CH:26]=2)[CH3:14])[CH:6]=[C:7]([C:9]([F:12])([F:11])[F:10])[CH:8]=1.[C:34]1(=O)[CH2:38][CH2:37][C:36](=[O:39])[CH2:35]1.CC1C=CC(S(O)(=O)=O)=CC=1.C1(C)C=CC=CC=1>CCOC(C)=O>[F:33][C:2]([F:1])([F:32])[C:3]1[CH:4]=[C:5]([C@H:13]([O:15][C@H:16]2[O:24][CH2:23][C@@H:19]3[CH2:20][N:21]([C:34]4[CH2:38][CH2:37][C:36](=[O:39])[CH:35]=4)[CH2:22][C@H:18]3[C@@H:17]2[C:25]2[CH:26]=[CH:27][C:28]([F:31])=[CH:29][CH:30]=2)[CH3:14])[CH:6]=[C:7]([C:9]([F:12])([F:10])[F:11])[CH:8]=1. Procedure: (3aS,6R,7R,7aR)-6-{(1R)-1-[3,5-Bis(trifluoromethyl)phenyl]ethoxy}-7-(4-fluorophenyl)octahydropyrano[3,4-c]pyrrole (example 2: 646 mg, 1.35 mmol) was combined with 1,3-cyclopentanedione (200 mg, 2.03 mmol) and PTSA (26 mg, 0.135 mmol). Toluene (15 mL) was added to the reagents and the vessel was heated to 95° C. for 1 hr. The reaction was diluted with EtOAc and washed twice with 2N NaOH. The aqueous layer was extracted with EtOAc. The combined organic extracts were washed with brine, dried over N... Starting materials: OC1=CC=C(C=C1)CCCN1C=NC=C1 (1-[3-(4-hydroxyphenyl)propyl]imidazole), ClCC=1N=C(OC1)C1CCCCC1 (4-chloromethyl-2-cyclohexyloxazole). Yields the product C1(CCCCC1)C=1OC=C(N1)COC1=CC=C(C=C1)CCCN1C=NC=C1 (2-cyclohexyl-4-[4-[3-(1-imidazolyl)propyl]phenoxymethyl]oxazole). Isolated yield 38.0%. As a reaction SMILES: [OH:1][C:2]1[CH:7]=[CH:6][C:5]([CH2:8][CH2:9][CH2:10][N:11]2[CH:15]=[CH:14][N:13]=[CH:12]2)=[CH:4][CH:3]=1.Cl[CH2:17][C:18]1[N:19]=[C:20]([CH:23]2[CH2:28][CH2:27][CH2:26][CH2:25][CH2:24]2)[O:21][CH:22]=1>>[CH:23]1([C:20]2[O:21][CH:22]=[C:18]([CH2:17][O:1][C:2]3[CH:7]=[CH:6][C:5]([CH2:8][CH2:9][CH2:10][N:11]4[CH:15]=[CH:14][N:13]=[CH:12]4)=[CH:4][CH:3]=3)[N:19]=2)[CH2:24][CH2:25][CH2:26][CH2:27][CH2:28]1. Procedure: In substantially the same manner as in Working Example 48, 1-[3-(4-hydroxyphenyl)propyl]imidazole was allowed to react with 4-chloromethyl-2-cyclohexyloxazole to give 2-cyclohexyl-4-[4-[3-(1-imidazolyl)propyl]phenoxymethyl]oxazole. The yield was 38%. Recrystallization from ether-hexane gave colorless prisms, mp 46-47° C. The reactants are O=C([O-])O, CCOC(CC)(OCC)OCC, C1CCOC1, [K+], O, CC1CC2C3CCC4CC(=O)CCC4(C)C3=CCC2(C)C1(O)C(=O)CO, O=S(=O)(O)O. Yields the product CCC(=O)OC1(C(=O)CO)C(C)CC2C3CCC4CC(=O)CCC4(C)C3=CCC21C. RXN SMILES: [C:44](=[O:45])([OH:46])[O-:47].[CH2:27]([O:29][C:30]([O:28][CH2:33][CH3:34])([CH2:31][CH3:32])[O:35][CH2:36][CH3:37])[CH3:38].[CH2:49]1[O:50][CH2:51][CH2:52][CH2:53]1.[K+:48].[OH2:54].[OH:1][C:2]1([C:3]([CH2:4][OH:5])=[O:6])[CH:7]([CH3:26])[CH2:8][CH:9]2[CH:10]3[CH2:11][CH2:12][CH:13]4[CH2:14][C:15](=[O:25])[CH2:16][CH2:17][C:18]4([CH3:19])[C:20]3=[CH:21][CH2:22][C:23]12[CH3:24].[S:39](=[O:40])(=[O:41])([OH:42])[OH:43]>>[O:1]([C:2]1([C:3]([CH2:4][OH:5])=[O:6])[CH:7]([CH3:26])[CH2:8][CH:9]2[CH:10]3[CH2:11][CH2:12][CH:13]4[CH2:14][C:15](=[O:25])[CH2:16][CH2:17][C:18]4([CH3:19])[C:20]3=[CH:21][CH2:22][C:23]12[CH3:24])[C:30](=[O:29])[CH2:31][CH3:32]. Starting materials: CC(C)(C)OC(=O)N1CCC2CC1CN2, Clc1ccc(I)cn1. Yields the product CC(C)(C)OC(=O)N1CCC2CC1CN2c1ccc(Cl)nc1. RXN SMILES: [CH:1]12[N:2]([C:9](=[O:10])[O:11][C:12]([CH3:13])([CH3:14])[CH3:15])[CH2:3][CH2:4][CH:5]([NH:6][CH2:7]1)[CH2:8]2.[Cl:16][c:17]1[n:18][cH:19][c:20]([I:23])[cH:21][cH:22]1>>[CH:1]12[N:2]([C:9](=[O:10])[O:11][C:12]([CH3:13])([CH3:14])[CH3:15])[CH2:3][CH2:4][CH:5]([N:6]([c:20]3[cH:19][n:18][c:17]([Cl:16])[cH:22][cH:21]3)[CH2:7]1)[CH2:8]2. Reactants: C(\C=C\C)=O (crotonaldehyde), [N+](=O)([O-])C1=C(N)C=C(C(=C1)F)N1CCC(CC1)O (2-Nitro-4-fluoro-5-(4-hydroxy-1-piperidyl)aniline), S(O)(O)(=O)=O (sulfuric acid), S(O)(O)(=O)=O (sulfuric acid), [N+](=O)([O-])C=1C=C(C=CC1)S(=O)(=O)[O-].[Na+] (sodium m-nitrobenzenesulfonate). Run in O (water), ice water. Conditions: temperature 110 celsius, time 5 minute. The product is OC1CCN(CC1)C1=C2C=CC(=NC2=C(C=C1F)[N+](=O)[O-])C (5-(4-hydroxy-1-piperidyl)-6-fluoro-8-nitroquinaldine). Reaction SMILES: [N+:1]([C:4]1[CH:10]=[C:9]([F:11])[C:8]([N:12]2[CH2:17][CH2:16][CH:15]([OH:18])[CH2:14][CH2:13]2)=[CH:7][C:5]=1[NH2:6])([O-:3])=[O:2].S(=O)(=O)(O)O.[N+]([C:27]1[CH:28]=C(S([O-])(=O)=O)C=[CH:31][CH:32]=1)([O-])=O.[Na+].C(=O)/C=C/C>O>[OH:18][CH:15]1[CH2:16][CH2:17][N:12]([C:8]2[C:9]([F:11])=[CH:10][C:4]([N+:1]([O-:3])=[O:2])=[C:5]3[C:7]=2[CH:28]=[CH:27][C:32]([CH3:31])=[N:6]3)[CH2:13][CH2:14]1 |f:2.3|. Procedure: 2-Nitro-4-fluoro-5-(4-hydroxy-1-piperidyl)aniline (20 g) was added to 60% sulfuric acid prepared from 40 ml of concentrated sulfuric acid and 48 ml of water, and 13.2 g of sodium m-nitrobenzenesulfonate was added to the mixture. The resulting mixture was dissolved by heating to 110° C. and 6.6 g of crotonaldehyde was added dropwise to the solution in 10 minutes. After 5 minutes, the reaction mixture was poured in 30 ml of ice water to give 5-(4-hydroxy-1-piperidyl)-6-fluoro-8-nitroquinaldine, to...